Dataset: the Open Reaction Database (ORD), a public repository of structured organic reaction records. Task: describe an organic reaction: reactants, conditions, products, and yield Reactants: ClC(Cl)Cl, O=[N+]([O-])c1ccc(Cn2c(CO)nc3ccccc32)cc1, O=S(Cl)Cl. The product is O=[N+]([O-])c1ccc(Cn2c(CCl)nc3ccccc32)cc1. Reaction SMILES: [CH:26]([Cl:27])([Cl:28])[Cl:29].[N+:1](=[O:2])([O-:3])[c:4]1[cH:5][cH:6][c:7]([CH2:8][n:9]2[c:10]([CH2:18][OH:19])[n:11][c:12]3[c:13]2[cH:14][cH:15][cH:16][cH:17]3)[cH:20][cH:21]1.[S:22]([Cl:23])([Cl:24])=[O:25]>>[N+:1](=[O:2])([O-:3])[c:4]1[cH:5][cH:6][c:7]([CH2:8][n:9]2[c:10]([CH2:18][Cl:24])[n:11][c:12]3[c:13]2[cH:14][cH:15][cH:16][cH:17]3)[cH:20][cH:21]1. Starting materials: N1=CC2=CC=CC=C2C=C1C, IC1COC1. Reagents/catalysts: O=S(=O)(O)O, OO, [Fe].O=S(=O)(O)O.O. Solvent: O, O=S(C)C. Conditions: temperature 40 celsius, time 0.8 hour. The product is N=1C(=CC=2C=CC=CC2C1C3COC3)C. Yield: 46.0%. Procedure details: H2O2 (30% in H2O; 0.31 mL, 3.0 mmol) was added dropwise over  3  min  to  a  stirred  solution  of  3-methylisoquinoline  1c  (143  mg,  1.0  mmol),  concentrated  H2SO4(107 μL,  2.0  mmol),  3-iodooxetane  (368  mg,  2.0  mmol)  and  iron(II)  sulfate  heptahydrate  (80  mg,  0.3  mmol) in DMSO (10 mL) at 40 °C. After 3 min a further portion of iron(II) sulfate heptahydrate (80 mg,  - 5 -(80 mg, 0.3 mmol) was added and the mixture was stirred at 40 °C for 30 min. Further H2O2 (0.31 mL, 3.0 mmol... Starting materials: C1(=CC=CC=C1)C(C1=CC=CC=C1)(C1=CC=CC=C1)NC=1SC=C(N1)/C(/C(=O)NC1C2CSC(=C(N2C1=O)C(=O)OC(C)(C)C)\C=C\CSC1=NN=NN1C)=N/OC (1,1-dimethylethyl 7-[2-(2-triphenylmethylamino-thiazol-4-yl)-2(Z)-methoxyimino-acetamido]-3-[3-(1-methyl-1H-1,2,3,4-tetrazol-5-yl)thio-propen-(E)-yl]-8-oxo-4-thia-1-azabicyclo[4,2,0]oct-2-en-2-carboxylate), aqueous solution, C(=O)O (formic acid). Run in O (water). As a reaction SMILES: C1(C([NH:20][C:21]2[S:22][CH:23]=[C:24](/[C:26](=[N:56]/[O:57][CH3:58])/[C:27]([NH:29][CH:30]3[C:37](=[O:38])[N:36]4[CH:31]3[CH2:32][S:33][C:34](/[CH:46]=[CH:47]/[CH2:48][S:49][C:50]3[N:54]([CH3:55])[N:53]=[N:52][N:51]=3)=[C:35]4[C:39]([O:41]C(C)(C)C)=[O:40])=[O:28])[N:25]=2)(C2C=CC=CC=2)C2C=CC=CC=2)C=CC=CC=1.C(O)=O>O>[NH2:20][C:21]1[S:22][CH:23]=[C:24](/[C:26](=[N:56]/[O:57][CH3:58])/[C:27]([NH:29][CH:30]2[C:37](=[O:38])[N:36]3[CH:31]2[CH2:32][S:33][C:34](/[CH:46]=[CH:47]/[CH2:48][S:49][C:50]2[N:54]([CH3:55])[N:53]=[N:52][N:51]=2)=[C:35]3[C:39]([OH:41])=[O:40])=[O:28])[N:25]=1. The product is NC=1SC=C(N1)/C(/C(=O)NC1C2CSC(=C(N2C1=O)C(=O)O)\C=C\CSC1=NN=NN1C)=N/OC (7-[2-(2-aminothiazol-4-yl)-2(Z)-methoxyimino-acetamido]-3-[3-(1-methyl-1H-1,2,3,4-tetrazol-5-yl)thio-propen-(E)-yl]-8-oxo-4-thia-1-azabicyclo[4,2,0]oct-2-en-2-carboxylic acid). Reported procedure: 329 mg of the compound of Step A and 9.6 ml of a 33% aqueous solution of formic acid were mixed together and heated for 25 minutes at +65° C., then cooled, diluted with water, filtered, and concentrated to dryness by distilling under reduced pressure. The residue was triturated in water and the insoluble matter formed was eliminated by filtering, and after concentrating to dryness, 142 mg of 7-[2-(2-aminothiazol-4-yl)-2(Z)-methoxyimino-acetamido]-3-[3-(1-methyl-1H-1,2,3,4-tetrazol-5-yl)thio-prop...